From a dataset of the Open Reaction Database (ORD), a public repository of structured organic reaction records. describe an organic reaction: reactants, conditions, products, and yield The reactants are CN(C)C(=O)Cl, CC#N, CCN(C(C)C)C(C)C, Cl, Cc1nc2ccc(CN)cc2c(=O)n1C1CCC(=O)NC1=O. Yields the product Cc1nc2ccc(CNC(=O)N(C)C)cc2c(=O)n1C1CCC(=O)NC1=O. As a reaction SMILES: [CH3:24][N:25]([C:26](=[O:27])[Cl:28])[CH3:29].[CH3:39][C:40]#[N:41].[CH:30]([N:31]([CH2:32][CH3:33])[CH:34]([CH3:35])[CH3:36])([CH3:37])[CH3:38].[ClH:1].[NH2:2][CH2:3][c:4]1[cH:5][c:6]2[c:7](=[O:23])[n:8]([CH:15]3[C:16](=[O:22])[NH:17][C:18](=[O:21])[CH2:19][CH2:20]3)[c:9]([CH3:14])[n:10][c:11]2[cH:12][cH:13]1>>[NH:2]([CH2:3][c:4]1[cH:5][c:6]2[c:7](=[O:23])[n:8]([CH:15]3[C:16](=[O:22])[NH:17][C:18](=[O:21])[CH2:19][CH2:20]3)[c:9]([CH3:14])[n:10][c:11]2[cH:12][cH:13]1)[C:26]([N:25]([CH3:24])[CH3:29])=[O:27]. The reactants are N1=CC(=CC=C1)C1=CC(=C(N)C=C1)[N+](=O)[O-] (4-(pyridin-3-yl)-2-nitroaniline), BrBr (bromine). Solvent: CC(=O)O (HOAc), CC(=O)O (HOAc). Run at time 1 hour. Product: BrC1=C(C(=CC(=C1)C=1C=NC=CC1)[N+](=O)[O-])N (2-Bromo-6-nitro-4-pyridin-3-yl-phenylamine). Yield: 30.2%. Reaction SMILES: [N:1]1[CH:6]=[CH:5][CH:4]=[C:3]([C:7]2[CH:13]=[CH:12][C:10]([NH2:11])=[C:9]([N+:14]([O-:16])=[O:15])[CH:8]=2)[CH:2]=1.[Br:17]Br>CC(O)=O>[Br:17][C:12]1[CH:13]=[C:7]([C:3]2[CH:2]=[N:1][CH:6]=[CH:5][CH:4]=2)[CH:8]=[C:9]([N+:14]([O-:16])=[O:15])[C:10]=1[NH2:11]. Procedure: To a solution of 4-(pyridin-3-yl)-2-nitroaniline (1.3 g, 9 mmol) in HOAc (25 mL) was added bromine (1.58 g, 9.9 mmol) in HOAc (5 mL). The resulting mixture was stirred at room temperature for one hour and then quenched with ice-water. The solids were collected, washed with water and dried. The solids in EtOAc was then washed with NaOH (2N; 20 mL), water, brine and concentrated in vacuo. The concentrate was purified by chromatography [Silica Gel, ethyl acetate:hexanes (1:1)] to afford the title c... Starting materials: COC(=O)c1ccc([N+](=O)[O-])cc1CBr, CS(C)=O, N#C[Na], O=C(O)C(F)(F)F. Product: COC(=O)c1ccc([N+](=O)[O-])cc1CC#N. As a reaction SMILES: [Br:11][CH2:12][c:13]1[c:14]([C:15](=[O:16])[O:17][CH3:18])[cH:19][cH:20][c:21]([N+:23](=[O:24])[O-:25])[cH:22]1.[CH3:26][S:27]([CH3:28])=[O:29].[Na:1][C:2]#[N:3].[OH:4][C:5]([C:6]([F:7])([F:8])[F:9])=[O:10]>>[C:2](#[N:3])[CH2:12][c:13]1[c:14]([C:15](=[O:16])[O:17][CH3:18])[cH:19][cH:20][c:21]([N+:23](=[O:24])[O-:25])[cH:22]1.